This data is from the Open Reaction Database (ORD), a public repository of structured organic reaction records. The task is: describe an organic reaction: reactants, conditions, products, and yield Starting materials: ClCCCCCBr, CCO, CO, CS(=O)O, ClCCl, O. The product is CS(=O)(=O)CCCCCCl. As a reaction SMILES: [Br:1][CH2:2][CH2:3][CH2:4][CH2:5][CH2:6][Cl:7].[CH3:12][CH2:13][OH:14].[CH3:16][OH:17].[CH3:8][S:9](=[O:10])[OH:11].[Cl:18][CH2:19][Cl:20].[OH2:15]>>[CH2:2]([CH2:3][CH2:4][CH2:5][CH2:6][Cl:7])[S:9]([CH3:8])(=[O:10])=[O:11]. Yields the product CCN(CC)C(=O)c1ccc[nH]1. As a reaction SMILES: [CH2:24]([CH3:25])[NH:26][CH2:27][CH3:28].[CH3:32][N:33]([c:34]1[cH:35][cH:36][n:37][cH:38][cH:39]1)[CH3:40].[CH:9]1([N:10]=[C:11]=[N:12][CH:13]2[CH2:14][CH2:15][CH2:16][CH2:17][CH2:18]2)[CH2:19][CH2:20][CH2:21][CH2:22][CH2:23]1.[Cl:29][CH2:30][Cl:31].[OH:1][C:2](=[O:3])[c:4]1[cH:5][cH:6][cH:7][nH:8]1>>[C:2](=[O:3])([c:4]1[cH:5][cH:6][cH:7][nH:8]1)[N:26]([CH2:24][CH3:25])[CH2:27][CH3:28]. The reactants are CCNCC, CN(C)c1ccncc1, C(=NC1CCCCC1)=NC1CCCCC1, ClCCl, O=C(O)c1ccc[nH]1. Reactants: CCOC(C)=O, COc1ccc(N)cc1, COc1cc(C=O)ccc1O, CCCCCC, CO. The product is COc1ccc(N=Cc2ccc(O)c(OC)c2)cc1. Reaction SMILES: [C:27]([O:28][CH2:29][CH3:30])(=[O:31])[CH3:32].[CH3:12][O:13][c:14]1[cH:15][cH:16][c:17]([NH2:20])[cH:18][cH:19]1.[CH3:1][O:2][c:3]1[cH:4][c:5]([CH:6]=[O:7])[cH:8][cH:9][c:10]1[OH:11].[CH3:21][CH2:22][CH2:23][CH2:24][CH2:25][CH3:26].[CH3:33][OH:34]>>[CH3:1][O:2][c:3]1[cH:4][c:5]([CH:6]=[N:20][c:17]2[cH:16][cH:15][c:14]([O:13][CH3:12])[cH:19][cH:18]2)[cH:8][cH:9][c:10]1[OH:11]. The reactants are COC=1C=CC2=C(C(=C3CCCCN23)CC[N+](=O)[O-])N1 (2-Methoxy-10-(2-nitroethyl)-6,7,8,9-tetrahydropyrido[2,3-b]indolizine). The reagents and catalysts are [Ni] (Raney nickel). Solvent: CO (methanol). Yields the product COC=1C=CC2=C(C(=C3CCCCN23)CCN)N1 (2-(2-Methoxy-6,7,8,9-tetrahydropyrido[2,3-b]indolizin-10-yl)ethylamine). RXN SMILES: [CH3:1][O:2][C:3]1[CH:4]=[CH:5][C:6]2[N:14]3[C:9]([CH2:10][CH2:11][CH2:12][CH2:13]3)=[C:8]([CH2:15][CH2:16][N+:17]([O-])=O)[C:7]=2[N:20]=1>[Ni].CO>[CH3:1][O:2][C:3]1[CH:4]=[CH:5][C:6]2[N:14]3[C:9]([CH2:10][CH2:11][CH2:12][CH2:13]3)=[C:8]([CH2:15][CH2:16][NH2:17])[C:7]=2[N:20]=1. Procedure: Under a hydrogen pressure of 55 psi, 420 mg (1.53 mmol) of the compound obtained in Step E and 170 mg of Raney nickel are stirred in 20 ml of methanol at 60° C. for 15 hours. After returning to room temperature, the reaction mixture is filtered using a Büchner funnel and then evaporated to yield the title product in the form of a brown oil. Starting materials: OC(C[C@@]1(CCN(C(O1)=O)[C@@H](C)C1=CC=C(C=C1)B1OC(C(O1)(C)C)(C)C)C1=CC=CC=C1)(C)C ((S)-6-(2-hydroxy-2-methylpropyl)-6-phenyl-3-[(S)-1-(4-(4,4,5,5-tetramethyl-1,3,2-dioxaborolan-2-yl)phenyl)ethyl]-1,3-oxazinan-2-one), ClC=1SC(=NN1)C(F)(F)F (2-chloro-5-trifluoromethyl-[1,3,4]thiadiazole). The product is OC(C[C@@]1(CCN(C(O1)=O)[C@@H](C)C1=CC=C(C=C1)C=1SC(=NN1)C(F)(F)F)C1=CC=CC=C1)(C)C ((S)-6-(2-Hydroxy-2-methyl-propyl)-6-phenyl-3-{(S)-1-[4-(5-trifluoromethyl-[1,3,4]thiadiazol-2-yl)-phenyl]-ethyl}-[1,3]oxazinan-2-one). RXN SMILES: [OH:1][C:2]([CH3:35])([CH3:34])[CH2:3][C@@:4]1([C:28]2[CH:33]=[CH:32][CH:31]=[CH:30][CH:29]=2)[O:9][C:8](=[O:10])[N:7]([C@H:11]([C:13]2[CH:18]=[CH:17][C:16](B3OC(C)(C)C(C)(C)O3)=[CH:15][CH:14]=2)[CH3:12])[CH2:6][CH2:5]1.Cl[C:37]1[S:38][C:39]([C:42]([F:45])([F:44])[F:43])=[N:40][N:41]=1>>[OH:1][C:2]([CH3:34])([CH3:35])[CH2:3][C@@:4]1([C:28]2[CH:33]=[CH:32][CH:31]=[CH:30][CH:29]=2)[O:9][C:8](=[O:10])[N:7]([C@H:11]([C:13]2[CH:14]=[CH:15][C:16]([C:37]3[S:38][C:39]([C:42]([F:45])([F:44])[F:43])=[N:40][N:41]=3)=[CH:17][CH:18]=2)[CH3:12])[CH2:6][CH2:5]1. Procedure: The title compound was prepared from (S)-6-(2-hydroxy-2-methylpropyl)-6-phenyl-3-[(S)-1-(4-(4,4,5,5-tetramethyl-1,3,2-dioxaborolan-2-yl)phenyl)ethyl]-1,3-oxazinan-2-one and 2-chloro-5-trifluoromethyl-[1,3,4]thiadiazole following a procedure analogous to that described in Example 171. Mass spectrum (ESI−): m/z=550 [M+HCOO]−. The reactants are COC=1C=C2C=CC(=CC2=C(C1OC)C)CC(=O)O (6,7-dimethoxy-8-methyl-2-naphthaleneacetic acid), S(=O)(Cl)Cl (thionyl chloride). The solvent is C1=CC=CC=C1 (benzene). Yields the product COC=1C=C2C=CC(=CC2=C(C1OC)C)CC(=O)Cl (6,7-dimethoxy-8-methyl-2-naphthaleneacetyl chloride). As a reaction SMILES: [CH3:1][O:2][C:3]1[CH:4]=[C:5]2[C:10](=[C:11]([CH3:15])[C:12]=1[O:13][CH3:14])[CH:9]=[C:8]([CH2:16][C:17]([OH:19])=O)[CH:7]=[CH:6]2.S(Cl)([Cl:22])=O>C1C=CC=CC=1>[CH3:1][O:2][C:3]1[CH:4]=[C:5]2[C:10](=[C:11]([CH3:15])[C:12]=1[O:13][CH3:14])[CH:9]=[C:8]([CH2:16][C:17]([Cl:22])=[O:19])[CH:7]=[CH:6]2. Procedure: A mixture of 24.0 g. of 6,7-dimethoxy-8-methyl-2-naphthaleneacetic acid and 30 ml. of thionyl chloride in 250 ml. of benzene was kept at 40° C. one hour and then overnight at room temperature. The reaction mixture was then evaporated to dryness in vacuo at 50° C. Additional benzene was added and evaporation repeated to give 6,7-dimethoxy-8-methyl-2-naphthaleneacetyl chloride. An infrared spectrum indicated no remaining carboxylic acid and this material was used directly in the preparation of 6,7...